Dataset: the Open Reaction Database (ORD), a public repository of structured organic reaction records. Task: describe an organic reaction: reactants, conditions, products, and yield Reactants: [H-].[Al+3].[Li+].[H-].[H-].[H-] (lithium aluminium hydride), ClC1=CC2=C(C=3C(CC(NC3CC2)=O)(C)C)C=C1 (8-chloro-1,1-dimethyl-1,2,5,6-tetrahydrobenzo[f]quinolin-3-one), [OH-].[Na+] (sodium hydroxide). Solvent: O1CCCC1 (tetrahydrofuran). The product is ClC1=CC2=C(C=3C(CCNC3CC2)(C)C)C=C1 (8-chloro-1,1-dimethyl-1,2,3,4,5,6-hexahydrobenzo[f]quinoline). Reaction SMILES: [H-].[Al+3].[Li+].[H-].[H-].[H-].[Cl:7][C:8]1[CH:24]=[CH:23][C:11]2[C:12]3[C:13]([CH3:22])([CH3:21])[CH2:14][C:15](=O)[NH:16][C:17]=3[CH2:18][CH2:19][C:10]=2[CH:9]=1.[OH-].[Na+]>O1CCCC1>[Cl:7][C:8]1[CH:24]=[CH:23][C:11]2[C:12]3[C:13]([CH3:21])([CH3:22])[CH2:14][CH2:15][NH:16][C:17]=3[CH2:18][CH2:19][C:10]=2[CH:9]=1 |f:0.1.2.3.4.5,7.8|. Procedure details: 3.36 g (0.089 mol) of lithium aluminium hydride are suspended in 100 ml of tetrahydrofuran under argon, 11.6 g (0.044 mol) of 8-chloro-1,1-dimethyl-1,2,5,6-tetrahydrobenzo[f]quinolin-3-one are slowly added thereto and the mixture is boiled under reflux for 2.5 hours. The mixture is then cooled to 0°, 12 ml of 18 percent sodium hydroxide solution are added dropwise thereto and the mixture is filtered. On evaporation of the filtrate, there is obtained 8-chloro-1,1-dimethyl-1,2,3,4,5,6-hexahydroben... Starting materials: Cl (HCl), Cl.C1CNCCC12CCC(CC2)CC(=O)OC (methyl 2-(3-azaspiro[5.5]undecan-9-yl)acetate HCl salt), CCN(C(C)C)C(C)C (DIEA), ClC(=O)OC1C2CC3CC(CC1C3)C2 (2-adamantyl chloroformate). The solvent is C(Cl)Cl (CH2Cl2). Reaction conditions: time 8 hour. Product: COC(CC1CCC2(CCN(CC2)C(=O)OC2C3CC4CC(CC2C4)C3)CC1)=O ((2-adamantyl) 9-(2-methoxy-2-oxoethyl)-3-azaspiro[5.5]undecane-3-carboxylate). The yield is 72.3%. Reaction SMILES: Cl.[CH2:2]1[C:7]2([CH2:12][CH2:11][CH:10]([CH2:13][C:14]([O:16][CH3:17])=[O:15])[CH2:9][CH2:8]2)[CH2:6][CH2:5][NH:4][CH2:3]1.CCN(C(C)C)C(C)C.Cl[C:28]([O:30][CH:31]1[CH:38]2[CH2:39][CH:34]3[CH2:35][CH:36]([CH2:40][CH:32]1[CH2:33]3)[CH2:37]2)=[O:29].Cl>C(Cl)Cl>[CH3:17][O:16][C:14](=[O:15])[CH2:13][CH:10]1[CH2:11][CH2:12][C:7]2([CH2:2][CH2:3][N:4]([C:28]([O:30][CH:31]3[CH:32]4[CH2:40][CH:36]5[CH2:35][CH:34]([CH2:39][CH:38]3[CH2:37]5)[CH2:33]4)=[O:29])[CH2:5][CH2:6]2)[CH2:8][CH2:9]1 |f:0.1|. Procedure: A vial was charged with methyl 2-(3-azaspiro[5.5]undecan-9-yl)acetate HCl salt (31 mg, 0.12 mmol) and DIEA (45 μL, 0.25 mmol). A solution of 2-adamantyl chloroformate (25 mg, 0.12 mmol) in CH2Cl2 (2 mL) was added and the mixture was stirred overnight at rt. A 10-mL Chem-Elut cartridge was wetted with 5% aq HCl (6 mL) and allowed to stand for 5 min. The reaction mixture was applied to the cartridge and eluted with ether (20 mL). The eluate was evaporated to dryness and the residue was purified by... Starting materials: CC(C(C)OS(=O)(=O)C)N1C(C2=CC=CC=C2C1=O)=O (2-[1-methyl-2-[(methylsulfonyl)oxy]propyl]-1H-isoindole-1,3(2H)-dione), ClC=1C=C(NC1C)C#N (4-chloro-5-methyl-1H-pyrrole-2-carbonitrile), C(=O)([O-])[O-].[K+].[K+] (K2CO3). Run in CN(C)C=O (DMF), CCOCC (ether). Yields the product ClC=1C=C(N(C1C)CCC(C)N1C(C2=CC=CC=C2C1=O)=O)C#N (4-chloro-1-[3-(1,3-dihydro-1,3-dioxo-2H-isoindol-2-yl)butyl]-5-methyl-1H-pyrrole-2-carbonitrile). Yield: 65.9%. Reaction SMILES: [CH3:1][CH:2]([N:10]1[C:18](=[O:19])[C:17]2[C:12](=[CH:13][CH:14]=[CH:15][CH:16]=2)[C:11]1=[O:20])[CH:3](OS(C)(=O)=O)[CH3:4].[Cl:21][C:22]1[CH:23]=[C:24]([C:28]#[N:29])[NH:25][C:26]=1[CH3:27].C([O-])([O-])=O.[K+].[K+]>CN(C=O)C.CCOCC>[Cl:21][C:22]1[CH:23]=[C:24]([C:28]#[N:29])[N:25]([CH2:4][CH2:3][CH:2]([N:10]2[C:18](=[O:19])[C:17]3[C:12](=[CH:13][CH:14]=[CH:15][CH:16]=3)[C:11]2=[O:20])[CH3:1])[C:26]=1[CH3:27] |f:2.3.4|. Procedure: A solution of 4.23 g (14.2 mmol) of 2-[1-methyl-2-[(methylsulfonyl)oxy]propyl]-1H-isoindole-1,3(2H)-dione, 2.05 g (14.2 mmol) of 4-chloro-5-methyl-1H-pyrrole-2-carbonitrile and 2.35 g (14.2 mmol) of K2CO3 in 60 mL DMF was heated at 60° C. overnight. The mixture was diluted with ether and washed 4 times with water. Drying (MgSO4) and removal of solvent gave an oil which was chromatographed on silica gel (15% ethyl acetate in hexanes) to give 3.2 g of 4-chloro-1-[3-(1,3-dihydro-1,3-dioxo-2H-isoind... Starting materials: CN1N=NN=C1C(C1=CC=CC=C1)=NOCC1=CC=CC(=N1)CN1C(C2=CC=CC=C2C1=O)=O (2-({6-[({[(1-methyl-1H-tetrazol-5-yl)(phenyl)methylene]amino}oxy)methyl]pyridin-2-yl}methyl)-1H-isoindole-1,3(2H)-dione), O.NN (hydrazine hydrate). The solvent is C1CCOC1 (THF). Conditions: time 8 hour. Yields the product CN1N=NN=C1C(C1=CC=CC=C1)=NOCC1=CC=CC(=N1)CN (1-{6-[({[(1-methyl-1H-tetrazol-5-yl)(phenyl)methylene]amino}oxy)methyl]pyridin-2-yl}methanamine). Isolated yield 107.1%. Reaction SMILES: [CH3:1][N:2]1[C:6]([C:7](=[N:14][O:15][CH2:16][C:17]2[N:22]=[C:21]([CH2:23][N:24]3C(=O)C4C(=CC=CC=4)C3=O)[CH:20]=[CH:19][CH:18]=2)[C:8]2[CH:13]=[CH:12][CH:11]=[CH:10][CH:9]=2)=[N:5][N:4]=[N:3]1.O.NN>C1COCC1>[CH3:1][N:2]1[C:6]([C:7](=[N:14][O:15][CH2:16][C:17]2[N:22]=[C:21]([CH2:23][NH2:24])[CH:20]=[CH:19][CH:18]=2)[C:8]2[CH:9]=[CH:10][CH:11]=[CH:12][CH:13]=2)=[N:5][N:4]=[N:3]1 |f:1.2|. Procedure: To a solution of 2-({6-[({[(1-methyl-1H-tetrazol-5-yl)(phenyl)methylene]amino}oxy)methyl]pyridin-2-yl}methyl)-1H-isoindole-1,3(2H)-dione (3 g, 6.61 mmol, 1 eq.) in 25 ml of THF was added hydrazine hydrate (1.32 g, 26.46 mmol, 4 eq.). The reaction was stirred overnight at room temperature. The solvent was evaporated and the residue dissolved in EtOAc. Water was added and the layers separated. The aqueous layer was extracted with EtOAc and the organics were combined, dried over MgSO4 and concentra... Starting materials: [H-].[Na+] (sodium hydride), OC1COC(OC1)C1=CC(=CC=C1)F (5-hydroxy-2-(3-fluorophenyl)-1,3-dioxane), C(C1=CC=CC=C1)Cl (benzyl chloride). Run in C1=CC=CC=C1 (benzene), C=1(C(=CC=CC1)C)C (xylene). Yields the product C(C1=CC=CC=C1)OC1COC(OC1)C1=CC(=CC=C1)F (5-Benzyloxy-2-(3-fluorophenyl)-1,3-dioxane). The yield is 71.2%. Reaction SMILES: [H-].[Na+].[OH:3][CH:4]1[CH2:9][O:8][CH:7]([C:10]2[CH:15]=[CH:14][CH:13]=[C:12]([F:16])[CH:11]=2)[O:6][CH2:5]1.[CH2:17](Cl)[C:18]1[CH:23]=[CH:22][CH:21]=[CH:20][CH:19]=1>C1C=CC=CC=1.C1(C)C(C)=CC=CC=1>[CH2:17]([O:3][CH:4]1[CH2:9][O:8][CH:7]([C:10]2[CH:15]=[CH:14][CH:13]=[C:12]([F:16])[CH:11]=2)[O:6][CH2:5]1)[C:18]1[CH:23]=[CH:22][CH:21]=[CH:20][CH:19]=1 |f:0.1|. Procedure: A slurry of sodium hydride (3.7 g of 62%, 0.096 mole) in benzene (100 ml) and xylene (100 ml) was stirred at ambient temperature while 5-hydroxy-2-(3-fluorophenyl)-1,3-dioxane (18.9 g, 0.096 mole) was added dropwise during 1 hour. This mixture was stirred 1 additional hour, then to it was added benzyl chloride (12.2 g, 0.096 mole) during 1/2 hour. The mixture was heated under reflux for 18 hours, cooled, filtered and the filtrate washed with water (2 × 200 ml). The washed solution was dried over... Yield: 51.1%. Starting materials: FC(C(=O)OC(C(F)(F)F)=O)(F)F (Trifluoroacetic acid anhydride), ClC=1C=C(CSCC(=O)O)C=CC1 (3-Chlorobenzylmercaptoacetic acid), C(=O)([O-])[O-].[Na+].[Na+] (Na2CO3). Procedure: 3-Chlorobenzylmercaptoacetic acid from Step 2 (3.35 g) was dissolved in trifluoroacetic acid (50 mL). Trifluoroacetic acid anhydride (25 mL) was added and the reaction stirred at reflux, under a nitrogen atmosphere for 16 hours. The solution was carefully poured into 10% Na2CO3 solution (500 mL) which was stirring vigorously. The organics were extracted into ether (500 mL) and washed with brine (300 mL), dried over MgSO4 and concentrated in vacuo. The resulting brown solid was purified by silica... The product is ClC1=CC=C2C(CSCC2=C1)=O (7-chloroisothiochroman-4-one). As a reaction SMILES: [Cl:1][C:2]1[CH:3]=[C:4]([CH:11]=[CH:12][CH:13]=1)[CH2:5][S:6][CH2:7][C:8](O)=[O:9].FC(F)(F)C(OC(=O)C(F)(F)F)=O.C([O-])([O-])=O.[Na+].[Na+]>FC(F)(F)C(O)=O>[Cl:1][C:2]1[CH:3]=[C:4]2[C:11]([C:8](=[O:9])[CH2:7][S:6][CH2:5]2)=[CH:12][CH:13]=1 |f:2.3.4|. Solvent: FC(C(=O)O)(F)F (trifluoroacetic acid).